Dataset: the Open Reaction Database (ORD), a public repository of structured organic reaction records. Task: describe an organic reaction: reactants, conditions, products, and yield Starting materials: CC(C)C1(c2cccc(Br)c2)OCCO1, [Li]CCCC, C1CCOC1, [Cl-], [NH4+], CN(C)C=O. The product is CC(C)C1(c2cccc(C=O)c2)OCCO1. As a reaction SMILES: [Br:1][c:2]1[cH:3][c:4]([C:8]2([CH:13]([CH3:14])[CH3:15])[O:9][CH2:10][CH2:11][O:12]2)[cH:5][cH:6][cH:7]1.[CH2:16]([Li:17])[CH2:18][CH2:19][CH3:20].[CH2:28]1[O:29][CH2:30][CH2:31][CH2:32]1.[Cl-:26].[NH4+:27].[O:21]=[CH:22][N:23]([CH3:24])[CH3:25]>>[c:2]1([CH:22]=[O:21])[cH:3][c:4]([C:8]2([CH:13]([CH3:14])[CH3:15])[O:9][CH2:10][CH2:11][O:12]2)[cH:5][cH:6][cH:7]1.